This data is from the Open Reaction Database (ORD), a public repository of structured organic reaction records. The task is: describe an organic reaction: reactants, conditions, products, and yield The reactants are C(C)N(C(C1=CC(=CC=C1)C)=O)CC (N,N-diethyl-3-methylbenzamide), C[Si](C)(C)Cl (TMSCl). Product: C(C)N(C(C1=C(C=CC(=C1)C)[Si](C)(C)C)=O)CC (N,N-Diethyl-5-methyl-2-(trimethylsilyl)benzamide), clear oil. Isolated yield 46.0%. Reaction SMILES: [CH2:1]([N:3]([CH2:13][CH3:14])[C:4](=[O:12])[C:5]1[CH:10]=[CH:9][CH:8]=[C:7]([CH3:11])[CH:6]=1)[CH3:2].[CH3:15][Si:16](Cl)([CH3:18])[CH3:17]>>[CH2:13]([N:3]([CH2:1][CH3:2])[C:4](=[O:12])[C:5]1[CH:6]=[C:7]([CH3:11])[CH:8]=[CH:9][C:10]=1[Si:16]([CH3:18])([CH3:17])[CH3:15])[CH3:14]. Procedure: These compounds were prepared from N,N-diethyl-3-methylbenzamide and 2.0 eq TMSCl according to General Method A. Purification by HPLC using 1:9 ethyl acetate/hexanes gave two products. Compound 63 was isolated as 6.0 g of a clear oil, a 46% yield. Compound 64 was isolated as 2.3 g of a clear oil, a 17% yield. The reactants are COC(=O)C=1SC=CC1N(S(=O)(=O)C1=CC=C(C=C1)OC)CC1=CC=CC=C1 (3-[Benzyl-(4-methoxy-benzenesulfonyl)-amino]-thiophene-2-carboxylic acid methyl ester), C1CCOC1 (THF), [OH-].[Na+] (NaOH). Solvent: CO (methanol). Conditions: time 36 hour. Product: C(C1=CC=CC=C1)N(C1=C(SC=C1)C(=O)O)S(=O)(=O)C1=CC=C(C=C1)OC (3-[Benzyl-(4-methoxy-benzenesulfonyl)-amino]-thiophene-2-carboxylic acid). Isolated yield 91.8%. Reaction SMILES: C[O:2][C:3]([C:5]1[S:6][CH:7]=[CH:8][C:9]=1[N:10]([CH2:22][C:23]1[CH:28]=[CH:27][CH:26]=[CH:25][CH:24]=1)[S:11]([C:14]1[CH:19]=[CH:18][C:17]([O:20][CH3:21])=[CH:16][CH:15]=1)(=[O:13])=[O:12])=[O:4].C1COCC1.[OH-].[Na+]>CO>[CH2:22]([N:10]([S:11]([C:14]1[CH:15]=[CH:16][C:17]([O:20][CH3:21])=[CH:18][CH:19]=1)(=[O:13])=[O:12])[C:9]1[CH:8]=[CH:7][S:6][C:5]=1[C:3]([OH:4])=[O:2])[C:23]1[CH:28]=[CH:27][CH:26]=[CH:25][CH:24]=1 |f:2.3|. Reported procedure: To a mixture of 1.494 g (3.583 mmol) of the product of Example 5 dissolved in 15 mL of methanol and 15 mL of THF was added 15 mL of 1N NaOH solution. The reaction mixture was stirred at room temperature for 36 h and the organics were removed in vacuo. The resulting mixture was acidified with 10% HCl and extracted with EtOAc. The combined organics were washed with water and brine, dried over MgSO4, filtered and concentrated in vacuo. The resulting residue was triturated with ether and filtered to... Starting materials: OCCOCCOC1=CC=C(C(=O)[O-])C=C1 (4-(2-(2-hydroxyethoxy)ethoxy)benzoate), [H-].[Na+] (sodium hydride), C(C=C)OCCOCCOC1=CC=C(C(=O)OC)C=C1 (methyl 4-(2-(2-allyloxy-ethoxy)ethoxy)benzoate), [H][H] (hydrogen), C(C=C)Br (allyl bromide), [H-].[Na+] (sodium hydride). The solvent is O1CCCC1 (tetrahydrofuran), O (water). Run at time 8 hour. Yields the product C(C=C)OCCOCCOCCOC1=CC=C(C(=O)OC)C=C1 (Methyl 4-(2-(2-(2-allyloxyethoxy)ethoxy)ethoxy)benzoate). As a reaction SMILES: [CH2:1]([O:4][CH2:5][CH2:6][O:7][CH2:8][CH2:9][O:10][C:11]1[CH:20]=[CH:19][C:14]([C:15]([O:17][CH3:18])=[O:16])=[CH:13][CH:12]=1)[CH:2]=C.OCCOCC[O:27][C:28]1C=CC(C([O-])=O)=[CH:30][CH:29]=1.[H-].[Na+].[H][H].C(Br)C=C>O1CCCC1.O>[CH2:28]([O:27][CH2:2][CH2:1][O:4][CH2:5][CH2:6][O:7][CH2:8][CH2:9][O:10][C:11]1[CH:20]=[CH:19][C:14]([C:15]([O:17][CH3:18])=[O:16])=[CH:13][CH:12]=1)[CH:29]=[CH2:30] |f:2.3|. Procedure: These compounds were synthesized by similar methods. The representative synthesis of methyl 4-(2-(2-allyloxy-ethoxy)ethoxy)benzoate (7) is presented. The obtained methyl 4-(2-(2-hydroxyethoxy) ethoxy) benzoate (3) 8.4 grams (0.035 mole) was added to a suspension of 3.15 grams (0.105 mole) sodium hydride in 100 ml dried tetrahydrofuran at 4° C. After the hydrogen was completely released, allyl bromide 3.94 ml (0.0456 mole) was added dropwise to the reaction mixture and then stirred at room temper...